The task is: describe an organic reaction: reactants, conditions, products, and yield. This data is from the Open Reaction Database (ORD), a public repository of structured organic reaction records. RXN SMILES: [C:1]([C:3]1[CH:49]=[CH:48][C:6]2[N:7](COCC[Si](C)(C)C)[C:8]([C:10]([C:21]3[C:29]([O:30][CH3:31])=[CH:28][C:27]([CH3:32])=[C:26]4[C:22]=3[CH:23]=[CH:24][N:25]4C(OC(C)(C)C)=O)([O:15][CH2:16][C:17]([O:19][CH3:20])=[O:18])[C:11]([F:14])([F:13])[F:12])=[N:9][C:5]=2[CH:4]=1)#[N:2].C(C1C=CC2N=C(C(C3C(OC)=CC(C)=C4C=3C=CN4C(OC(C)(C)C)=O)(OCC(OC)=O)C(F)(F)F)N(COCC[Si](C)(C)C)C=2C=1)#N.CO>Cl>[C:1]([C:3]1[CH:49]=[CH:48][C:6]2[NH:7][C:8]([C:10]([C:21]3[C:29]([O:30][CH3:31])=[CH:28][C:27]([CH3:32])=[C:26]4[C:22]=3[CH:23]=[CH:24][NH:25]4)([O:15][CH2:16][C:17]([O:19][CH3:20])=[O:18])[C:11]([F:12])([F:13])[F:14])=[N:9][C:5]=2[CH:4]=1)#[N:2]. Reported procedure: A mixture of (±)-tert-butyl 4-(1-(5-cyano-1-((2-(trimethylsilyl)ethoxy)methyl)-1H-benzo[d]imidazol-2-yl)-2,2,2-trifluoro-1-(2-methoxy-2-oxoethoxy)ethyl)-5-methoxy-7-methyl-1H-indole-1-carboxylate and (±)-tert-butyl 4-(1-(6-cyano-1-((2-(trimethylsilyl)ethoxy)methyl)-1H-benzo[d]imidazol-2-yl)-2,2,2-trifluoro-1-(2-methoxy-2-oxoethoxy)ethyl)-5-methoxy-7-methyl-1H-indole-1-carboxylate (510 mg, 0.711 mmol) was dissolved in 1.25 N HCl in MeOH (8.6 mL, 10.75 mmol), and stirred at 60° C. for 7 hours. The... Solvent: Cl (HCl). Reaction conditions: temperature 60 celsius, time 7 hour. Product: C(#N)C1=CC2=C(NC(=N2)C(C(F)(F)F)(OCC(=O)OC)C2=C3C=CNC3=C(C=C2OC)C)C=C1 ((±)-Methyl 2-(1-(5-cyano-1H-benzo[d]imidazol-2-yl)-2,2,2-trifluoro-1-(5-methoxy-7-methyl-1H-indol-4-yl)ethoxy)acetate). Reactants: CO (MeOH), C(#N)C1=CC2=C(N(C(=N2)C(C(F)(F)F)(OCC(=O)OC)C2=C3C=CN(C3=C(C=C2OC)C)C(=O)OC(C)(C)C)COCC[Si](C)(C)C)C=C1 ((±)-tert-butyl 4-(1-(5-cyano-1-((2-(trimethylsilyl)ethoxy)methyl)-1H-benzo[d]imidazol-2-yl)-2,2,2-trifluoro-1-(2-methoxy-2-oxoethoxy)ethyl)-5-methoxy-7-methyl-1H-indole-1-carboxylate), C(#N)C=1C=CC2=C(N(C(=N2)C(C(F)(F)F)(OCC(=O)OC)C2=C3C=CN(C3=C(C=C2OC)C)C(=O)OC(C)(C)C)COCC[Si](C)(C)C)C1 ((±)-tert-butyl 4-(1-(6-cyano-1-((2-(trimethylsilyl)ethoxy)methyl)-1H-benzo[d]imidazol-2-yl)-2,2,2-trifluoro-1-(2-methoxy-2-oxoethoxy)ethyl)-5-methoxy-7-methyl-1H-indole-1-carboxylate). Reactants: C(C1=CC=CC=C1)(=O)CC#N (benzoylacetonitrile), C(Cl)(Cl)Cl (chloroform), ice-salt, C(Cl)(Cl)Cl (chloroform), COC(C)(N(C)C)OC (N,N-dimethylacetamide dimethylacetal). RXN SMILES: [C:1]([CH2:9][C:10]#[N:11])(=[O:8])[C:2]1[CH:7]=[CH:6][CH:5]=[CH:4][CH:3]=1.C(Cl)(Cl)Cl.CO[C:18](OC)([N:20]([CH3:22])[CH3:21])[CH3:19]>C1C=CC=CC=1>[C:1](/[C:9](=[C:18](/[N:20]([CH3:22])[CH3:21])\[CH3:19])/[C:10]#[N:11])(=[O:8])[C:2]1[CH:7]=[CH:6][CH:5]=[CH:4][CH:3]=1. Yields the product C(C1=CC=CC=C1)(=O)/C(/C#N)=C(\C)/N(C)C (2-Benzoyl-3-dimethylaminocrotononitrile). Reported procedure: To a solution of 14.5 g. (0.10 m) of benzoylacetonitrile in 100 ml. of chloroform, cooled in an ice-salt bath, was added 13.3 g. (0.1 m) of N,N-dimethylacetamide dimethylacetal in 20 ml. chloroform. The reaction mixture was stirred in the ice-salt bath for 2 hours, then evaporated in vacuo to an orange oil. The oil was dissolved in 150 ml. benzene and passed through Magnesol®. The filtrate was evaporated and the oil thus obtained was dissolved in 50 ml. benzene to which pet ether was added until... Solvent: pet ether, C1=CC=CC=C1 (benzene). The reactants are C(CCCCCC)OCCCCCC/C=C/CC(=O)O ((E)-10-heptyloxy-dec-3-enoic acid), C(C)(C)[C@@H]1NC(OC1(C1=CC=CC=C1)C1=CC=CC=C1)=S ((S)-4-isopropyl-5,5-diphenyl-oxazolidine-2-thione), P(=O)(O)(O)[O-].[Na+] (sodium dihydrogen phosphate). The reagents and catalysts are CN(C)C1=CC=NC=C1 (N,N-dimethyl-4-aminopyridine). Solvent: ClCCl (dichloromethane). Conditions: temperature 0 celsius, time 16 hour. The product is C(CCCCCC)OCCCCCC/C=C/CC(=O)N1C(OC([C@@H]1C(C)C)(C1=CC=CC=C1)C1=CC=CC=C1)=S ((E)-10-heptyloxy-1-((S)-4-isopropyl-5,5-diphenyl-2-thioxo-oxazolidin-3-yl)-dec-3-en-1-one). Yield: 75.0%. Reaction SMILES: [CH2:1]([O:8][CH2:9][CH2:10][CH2:11][CH2:12][CH2:13][CH2:14]/[CH:15]=[CH:16]/[CH2:17][C:18]([OH:20])=O)[CH2:2][CH2:3][CH2:4][CH2:5][CH2:6][CH3:7].[CH:21]([C@H:24]1[C:28]([C:35]2[CH:40]=[CH:39][CH:38]=[CH:37][CH:36]=2)([C:29]2[CH:34]=[CH:33][CH:32]=[CH:31][CH:30]=2)[O:27][C:26](=[S:41])[NH:25]1)([CH3:23])[CH3:22].P([O-])(O)(O)=O.[Na+]>ClCCl.CN(C1C=CN=CC=1)C>[CH2:1]([O:8][CH2:9][CH2:10][CH2:11][CH2:12][CH2:13][CH2:14]/[CH:15]=[CH:16]/[CH2:17][C:18]([N:25]1[C@@H:24]([CH:21]([CH3:23])[CH3:22])[C:28]([C:29]2[CH:34]=[CH:33][CH:32]=[CH:31][CH:30]=2)([C:35]2[CH:40]=[CH:39][CH:38]=[CH:37][CH:36]=2)[O:27][C:26]1=[S:41])=[O:20])[CH2:2][CH2:3][CH2:4][CH2:5][CH2:6][CH3:7] |f:2.3|. Procedure: Under a nitrogen atmosphere, (E)-10-heptyloxy-dec-3-enoic acid obtained in Step C-3 (209.7 mg, 0.698 mmol) and a commercially available reagent of (S)-4-isopropyl-5,5-diphenyl-oxazolidine-2-thione (207.5 mg, 0.698 mmol) were dissolved in dichloromethane (3.13 mL), and the mixture was cooled to 0° C. While maintaining the temperature at 0° C., N,N-dimethyl-4-aminopyridine (8.5 mg, 0.0698 mmol) and WSCl (173.9 mg, 0.907 mmol) were added in order. The mixture was stirred at 0° C. for 2.0 minutes an... Reactants: Cc1sc(-c2cc(Br)cc(C(F)(F)F)c2)nc1COC1CCCCO1, [Li]CCCC, CN(C)C=O, C1CCOC1, O. Reaction SMILES: [Br:1][c:2]1[cH:3][c:4](-[c:12]2[s:13][c:14]([CH3:25])[c:15]([CH2:17][O:18][CH:19]3[O:20][CH2:21][CH2:22][CH2:23][CH2:24]3)[n:16]2)[cH:5][c:6]([C:8]([F:9])([F:10])[F:11])[cH:7]1.[CH2:26]([Li:27])[CH2:28][CH2:29][CH3:30].[CH3:31][N:32]([CH:33]=[O:34])[CH3:35].[O:37]1[CH2:38][CH2:39][CH2:40][CH2:41]1.[OH2:36]>>[c:2]1([CH:33]=[O:34])[cH:3][c:4](-[c:12]2[s:13][c:14]([CH3:25])[c:15]([CH2:17][O:18][CH:19]3[O:20][CH2:21][CH2:22][CH2:23][CH2:24]3)[n:16]2)[cH:5][c:6]([C:8]([F:9])([F:10])[F:11])[cH:7]1. The product is Cc1sc(-c2cc(C=O)cc(C(F)(F)F)c2)nc1COC1CCCCO1. Starting materials: COC(=O)C(C(=O)OC)c1ccc(Br)cc1[N+](=O)[O-], CCOC(C)=O, CS(C)=O, [Cl-], [Cl-], [Li+], [Na+]. The product is COC(=O)Cc1ccc(Br)cc1[N+](=O)[O-]. RXN SMILES: [Br:1][c:2]1[cH:3][c:4]([N+:17](=[O:18])[O-:19])[c:5]([CH:8]([C:9](=[O:10])[O:11][CH3:12])[C:13]([O:14][CH3:15])=[O:16])[cH:6][cH:7]1.[CH3:22][CH2:23][O:24][C:25](=[O:26])[CH3:27].[CH3:30][S:31](=[O:32])[CH3:33].[Cl-:21].[Cl-:29].[Li+:20].[Na+:28]>>[Br:1][c:2]1[cH:3][c:4]([N+:17](=[O:18])[O-:19])[c:5]([CH2:8][C:9](=[O:10])[O:11][CH3:12])[cH:6][cH:7]1. Reactants: [OH-].C(CCC)[N+](CCCC)(CCCC)CCCC (tetrabutylammonium hydroxide), N1CC(CCC1)O (piperidin-3-ol), BrCC(O)C1=CC=C(C=C1)C1=NOC(=N1)C1=NOC(=C1CCC)C1=CC=CC=C1 (2-bromo-1-(4-(5-(5-phenyl-4-propylisoxazol-3-yl)-1,2,4-oxadiazol-3-yl)phenyl)ethanol). The solvent is CS(=O)C (DMSO). Conditions: temperature 80 celsius, time 5 minute. Yields the product OC(CN1CC(CCC1)O)C1=CC=C(C=C1)C1=NOC(=N1)C1=NOC(=C1CCC)C1=CC=CC=C1 (1-(2-hydroxy-2-(4-(5-(5-phenyl-4-propylisoxazol-3-yl)-1,2,4-oxadiazol-3-yl)phenyl)ethyl)piperidin-3-ol). Reaction SMILES: [NH:1]1[CH2:6][CH2:5][CH2:4][CH:3]([OH:7])[CH2:2]1.[OH-].C([N+](CCCC)(CCCC)CCCC)CCC.Br[CH2:27][CH:28]([C:30]1[CH:35]=[CH:34][C:33]([C:36]2[N:40]=[C:39]([C:41]3[C:45]([CH2:46][CH2:47][CH3:48])=[C:44]([C:49]4[CH:54]=[CH:53][CH:52]=[CH:51][CH:50]=4)[O:43][N:42]=3)[O:38][N:37]=2)=[CH:32][CH:31]=1)[OH:29]>CS(C)=O>[OH:29][CH:28]([C:30]1[CH:35]=[CH:34][C:33]([C:36]2[N:40]=[C:39]([C:41]3[C:45]([CH2:46][CH2:47][CH3:48])=[C:44]([C:49]4[CH:50]=[CH:51][CH:52]=[CH:53][CH:54]=4)[O:43][N:42]=3)[O:38][N:37]=2)=[CH:32][CH:31]=1)[CH2:27][N:1]1[CH2:6][CH2:5][CH2:4][CH:3]([OH:7])[CH2:2]1 |f:1.2|. Procedure: To a mixture of piperidin-3-ol (20.04 mg, 0.198 mmol) in DMSO (2 mL) was added tetrabutylammonium hydroxide (0.198 mL, 0.198 mmol). After 5 minutes, 2-bromo-1-(4-(5-(5-phenyl-4-propylisoxazol-3-yl)-1,2,4-oxadiazol-3-yl)phenyl)ethanol, Int-I-C (30 mg, 0.066 mmol) was added. The reaction mixture was heated at 80° C. for 2 hours. The reaction mixture was filtered and purified by HPLC. HPLC conditions: PHENOMENEX® Luna C18 5 micron column (250×30 mm); 25-100% CH3CN/water (0.1% TFA); 25 minute gradie... The reactants are CC(=O)O, Cc1ccccc1, CCOC(=O)N1CCC(=O)CC1, Nc1ncccn1. Yields the product CCOC(=O)N1CCC(=Nc2ncccn2)CC1. As a reaction SMILES: [CH3:20][C:21](=[O:22])[OH:23].[CH3:24][c:25]1[cH:26][cH:27][cH:28][cH:29][cH:30]1.[O:1]=[C:2]1[CH2:3][CH2:4][N:5]([C:8](=[O:9])[O:10][CH2:11][CH3:12])[CH2:6][CH2:7]1.[n:13]1[c:14]([NH2:19])[n:15][cH:16][cH:17][cH:18]1>>[C:2]1(=[N:19][c:14]2[n:13][cH:18][cH:17][cH:16][n:15]2)[CH2:3][CH2:4][N:5]([C:8](=[O:9])[O:10][CH2:11][CH3:12])[CH2:6][CH2:7]1. Starting materials: [OH-].[Na+] (NaOH), CN(C(=O)C=1C=C2C(C(CC2=CC1OC)=NO)=O)C (2-Hydroxyimino-6-methoxy-3-oxo-indan-5-carboxylic acid dimethylamide), C1(=CC=C(C=C1)S(=O)(=O)Cl)C (p-Toluenesulfonyl chloride). The solvent is O (H2O). Reaction conditions: temperature 50 celsius. The product is C(#N)CC1=CC(=C(C=C1C(=O)O)C(=O)N(C)C)OC (6-Cyanomethyl-4-methoxy-N,N-dimethyl-isophthalamic acid). The yield is 89.3%. As a reaction SMILES: [OH-].[Na+].[CH3:3][N:4]([CH3:21])[C:5]([C:7]1[CH:8]=[C:9]2[C:13](=[CH:14][C:15]=1[O:16][CH3:17])[CH2:12][C:11](=[N:18]O)[C:10]2=[O:20])=[O:6].C1(C)C=CC(S(Cl)(=O)=[O:29])=CC=1>O>[C:11]([CH2:12][C:13]1[C:9]([C:10]([OH:20])=[O:29])=[CH:8][C:7]([C:5]([N:4]([CH3:3])[CH3:21])=[O:6])=[C:15]([O:16][CH3:17])[CH:14]=1)#[N:18] |f:0.1|. Procedure details: To a solution of NaOH (1.6 g, 40.54 mmol) in H2O (30 ml) was added of 2-Hydroxyimino-6-methoxy-3-oxo-indan-5-carboxylic acid dimethylamide (2.8 g, 10.67 mmol). The mixture was heated at 50° C. Then p-Toluenesulfonyl chloride (5.7 g, 30 mmol) was added in portions to the mixture. The mixture was heated at 80° C. for 15 min. After cooling carefully to room temperature, the precipitate (a little) was removed from the mixture. Mother liquid was acidified by concentrated HCl to PH=3-4 and the precipi...